This data is from the Open Reaction Database (ORD), a public repository of structured organic reaction records. The task is: describe an organic reaction: reactants, conditions, products, and yield Starting materials: BrC1=CC(=CC=C1)Br (1,3-dibromobenzene), CC=1C=CC(=NC1)[Sn](CCCC)(CCCC)CCCC (5-methyl-2-tri-n-butylstannylpyridine), [Cl-].[Li+] (lithium chloride). The reagents and catalysts are Cl[Pd]([P](C1=CC=CC=C1)(C2=CC=CC=C2)C3=CC=CC=C3)([P](C4=CC=CC=C4)(C5=CC=CC=C5)C6=CC=CC=C6)Cl (bis(triphenylphosphine)palladium dichloride). Solvent: C1(=CC=CC=C1)C (toluene). Product: CC=1C=CC(=NC1)C1=CC(=CC=C1)C1=NC=C(C=C1)C (1,3-di(5-methyl-2-pyridyl)benzene). Reaction SMILES: Br[C:2]1[CH:7]=[CH:6][CH:5]=[C:4](Br)[CH:3]=1.[CH3:9][C:10]1[CH:11]=[CH:12][C:13]([Sn](CCCC)(CCCC)CCCC)=[N:14][CH:15]=1.[Cl-].[Li+]>Cl[Pd](Cl)([P](C1C=CC=CC=1)(C1C=CC=CC=1)C1C=CC=CC=1)[P](C1C=CC=CC=1)(C1C=CC=CC=1)C1C=CC=CC=1.C1(C)C=CC=CC=1>[CH3:9][C:10]1[CH:11]=[CH:12][C:13]([C:2]2[CH:7]=[CH:6][CH:5]=[C:4]([C:13]3[CH:12]=[CH:11][C:10]([CH3:9])=[CH:15][N:14]=3)[CH:3]=2)=[N:14][CH:15]=1 |f:2.3,^1:33,52|. Procedure: A mixture of 1,3-dibromobenzene (1.88 g, 8 mmol), 5-methyl-2-tri-n-butylstannylpyridine (7.18 g, 18.8 mmol), lithium chloride (28 g, 0.67 mol), bis(triphenylphosphine)palladium dichloride (360 mg, 0.5 mmol) and toluene (150 cm3) was degassed by bubbling argon through the mixture for 15 minutes. The reaction mixture was heated under reflux for 24 h. The mixture was then allowed to cool to room temperature and was filtered through small pad of silica gel, which was then washed with ethyl acetate. ... The reactants are CO, CC[Si](C#Cc1ncc(C(=O)NCC(C)(O)C2CC2)nc1-c1ccc(Cl)cc1)(CC)CC, [F-], [NH4+]. Product: C#Cc1ncc(C(=O)NCC(C)(O)C2CC2)nc1-c1ccc(Cl)cc1. As a reaction SMILES: [CH3:35][OH:36].[CH:1]1([C:4]([CH2:5][NH:6][C:7](=[O:8])[c:9]2[n:10][c:11](-[c:24]3[cH:25][cH:26][c:27]([Cl:30])[cH:28][cH:29]3)[c:12]([C:15]#[C:16][Si:17]([CH2:18][CH3:19])([CH2:20][CH3:21])[CH2:22][CH3:23])[n:13][cH:14]2)([CH3:31])[OH:32])[CH2:2][CH2:3]1.[F-:33].[NH4+:34]>>[CH:1]1([C:4]([CH2:5][NH:6][C:7](=[O:8])[c:9]2[n:10][c:11](-[c:24]3[cH:25][cH:26][c:27]([Cl:30])[cH:28][cH:29]3)[c:12]([C:15]#[CH:16])[n:13][cH:14]2)([CH3:31])[OH:32])[CH2:2][CH2:3]1. Reactants: BrC1=CC(=C(C=C1)S(=O)(=O)NC=1SC=CN1)F (4-bromo-2-fluoro-N-thiazol-2-yl-benzenesulfonamide), CC1(C2=CC=CC(=C2OC=2C(=CC=CC12)P(C1=CC=CC=C1)C1=CC=CC=C1)P(C1=CC=CC=C1)C1=CC=CC=C1)C (9,9-dimethyl-4,5-bis(diphenylphosphino)xanthene), C=1(C(=CC=CC1)N)C1=CC=CC=C1 ([1,1′-Biphenyl]-2-amine), CC(C)([O-])C.[Na+] (sodium tert-butoxide), C(C)(C)(C)O (tert-butyl alcohol). Reagents/catalysts: C=1C=CC(=CC1)/C=C/C(=O)/C=C/C2=CC=CC=C2.C=1C=CC(=CC1)/C=C/C(=O)/C=C/C2=CC=CC=C2.C=1C=CC(=CC1)/C=C/C(=O)/C=C/C2=CC=CC=C2.[Pd].[Pd] (tris(dibenzylideneacetone)dipalladium(0)). Conditions: temperature 120 celsius. The product is C1(=C(C=CC=C1)NC1=CC(=C(C=C1)S(=O)(=O)NC=1SC=CN1)F)C1=CC=CC=C1 (4-(Biphenyl-2-ylamino)-2-fluoro-N-thiazol-2-yl-benzenesulfonamide). As a reaction SMILES: Br[C:2]1[CH:7]=[CH:6][C:5]([S:8]([NH:11][C:12]2[S:13][CH:14]=[CH:15][N:16]=2)(=[O:10])=[O:9])=[C:4]([F:17])[CH:3]=1.CC1(C)C2C=CC=C(P(C3C=CC=CC=3)C3C=CC=CC=3)C=2OC2C1=CC=CC=2P(C1C=CC=CC=1)C1C=CC=CC=1.[C:60]1([C:67]2[CH:72]=[CH:71][CH:70]=[CH:69][CH:68]=2)[C:61]([NH2:66])=[CH:62][CH:63]=[CH:64][CH:65]=1.CC(C)([O-])C.[Na+].C(O)(C)(C)C>C1C=CC(/C=C/C(/C=C/C2C=CC=CC=2)=O)=CC=1.C1C=CC(/C=C/C(/C=C/C2C=CC=CC=2)=O)=CC=1.C1C=CC(/C=C/C(/C=C/C2C=CC=CC=2)=O)=CC=1.[Pd].[Pd]>[C:60]1([C:67]2[CH:68]=[CH:69][CH:70]=[CH:71][CH:72]=2)[CH:65]=[CH:64][CH:63]=[CH:62][C:61]=1[NH:66][C:2]1[CH:7]=[CH:6][C:5]([S:8]([NH:11][C:12]2[S:13][CH:14]=[CH:15][N:16]=2)(=[O:10])=[O:9])=[C:4]([F:17])[CH:3]=1 |f:3.4,6.7.8.9.10|. Reported procedure: Into a vial was added 4-bromo-2-fluoro-N-thiazol-2-yl-benzenesulfonamide (100 mg, 0.3 mmol), 9,9-dimethyl-4,5-bis(diphenylphosphino)xanthene (2.0 μl mg, 0.036 mmol), tris(dibenzylideneacetone)dipalladium(0) (11 mg, 0.012 mmol), [1,1′-Biphenyl]-2-amine (50.2 mg, 0.296 mmol), sodium tert-butoxide (86 mg, 0.89 mmol) and anhydrous tert-butyl alcohol (4.1 mL, 43 mmol). The reaction mixture was sparged with argon for ˜5 min. The septum was replaced with a microwave vial cap, and the reaction mixture w... Starting materials: C(C1=CC=CC=C1)OC(=O)NCCS(=O)(=O)N (2-benzyloxyformamidoethylsulfonamide), CO (methanol). Reagents/catalysts: [Pd] (Pd/C). Run in C(=O)O (formic acid). Conditions: time 8 hour. Yields the product C(=O)NCCS(=O)(=O)N (2-formamidoethylsulfonamide). The yield is 92.3%. RXN SMILES: C([O:8][C:9]([NH:11][CH2:12][CH2:13][S:14]([NH2:17])(=[O:16])=[O:15])=O)C1C=CC=CC=1.CO>[Pd].C(O)=O>[CH:9]([NH:11][CH2:12][CH2:13][S:14]([NH2:17])(=[O:16])=[O:15])=[O:8]. Procedure: In a reaction flask, 10.3 g of 2-benzyloxyformamidoethylsulfonamide, 10% Pd/C (3.0 g) and 600 ml of methanol were added. The mixture was stirred at room temperature overnight under hydrogen atmosphere, added with 35 ml of formic acid, stirred for 30 min, filtered, and concentrated under a reduced pressure to obtain 5.6 g of oily product, yield 93%. Starting materials: COC=1C=C2C=CC(C2=CC1OC)[Li] ((5,6-Dimethoxy-1H-inden-1-yl)lithium), CC(C)(C)N[Si](C)(C)Cl (N-(tert-butyl)-N-(1-chloro-1,1-dimethylsilyl)amine). The solvent is C1CCOC1 (THF), C1CCOC1 (THF). Conditions: time 18 hour. Product: COC=1C=C2C=CC(C2=CC1OC)[Si](NC(C)(C)C)(C)C (1-(5,6-Dimethoxy-1H-inden-1-yl)-N-(1,1-dimethylethyl)-1,1-dimethylsilanamine). Yield: 94.2%. RXN SMILES: [CH3:1][O:2][C:3]1[CH:4]=[C:5]2[C:9](=[CH:10][C:11]=1[O:12][CH3:13])[CH:8]([Li])[CH:7]=[CH:6]2.[CH3:15][C:16]([NH:19][Si:20](Cl)([CH3:22])[CH3:21])([CH3:18])[CH3:17]>C1COCC1>[CH3:1][O:2][C:3]1[CH:4]=[C:5]2[C:9](=[CH:10][C:11]=1[O:12][CH3:13])[CH:8]([Si:20]([CH3:22])([CH3:21])[NH:19][C:16]([CH3:18])([CH3:17])[CH3:15])[CH:7]=[CH:6]2. Reported procedure: (5,6-Dimethoxy-1H-inden-1-yl)lithium (2.5 g, 13.73 mmol) slurried in 40 mL of THF was added to a solution of N-(tert-butyl)-N-(1-chloro-1,1-dimethylsilyl)amine (3.185 g, 19.22 mmol) in 100 mL of THF over a 25 min period. After stirring for 18 h, the volatile components were removed under reduced pressure. The residue solution was extracted with hexane (40 mL). After filtration the volatile components were removed in under vacuum to give 3.95 g, 94 percent yield of the desired product as a light ... The reactants are ClC1=CC=C(CN2C(=NN=C2)[C@@H]2N(CCC2)C(=O)OC(C)(C)C)C=C1 ((R)-tert-butyl 2-[4-(4-chlorobenzyl)-4H-1,2,4-triazole-3-yl]pyrrolidine-1-carboxylate), C(CCC)[Li] (n-butyl lithium), CCCCCC (hexane), ClN1C(CCC1=O)=O (N-chlorosuccinimide), C(=O)(O)[O-].[Na+] (NaHCO3). The solvent is C1CCOC1 (THF), C1CCOC1 (THF). Conditions: temperature -60 celsius, time 30 minute. Product: ClC1=CC=C(CN2C(=NN=C2Cl)[C@@H]2N(CCC2)C(=O)OC(C)(C)C)C=C1 ((R)-tert-butyl 2-[4-(4-chlorobenzyl)-5-chloro-4H-1,2,4-triazol-3-yl]pyrrolidine-1-carboxylate). Yield: 21.2%. RXN SMILES: [Cl:1][C:2]1[CH:25]=[CH:24][C:5]([CH2:6][N:7]2[CH:11]=[N:10][N:9]=[C:8]2[C@H:12]2[CH2:16][CH2:15][CH2:14][N:13]2[C:17]([O:19][C:20]([CH3:23])([CH3:22])[CH3:21])=[O:18])=[CH:4][CH:3]=1.C([Li])CCC.CCCCCC.[Cl:37]N1C(=O)CCC1=O.C([O-])(O)=O.[Na+]>C1COCC1>[Cl:1][C:2]1[CH:25]=[CH:24][C:5]([CH2:6][N:7]2[C:11]([Cl:37])=[N:10][N:9]=[C:8]2[C@H:12]2[CH2:16][CH2:15][CH2:14][N:13]2[C:17]([O:19][C:20]([CH3:21])([CH3:22])[CH3:23])=[O:18])=[CH:4][CH:3]=1 |f:4.5|. Procedure details: To a solution of Boc-protected triazole from Example 3 (4.344 g, 12 mmol) in 20 mL of THF at −60° C. under argon was slowly added a solution of n-butyl lithium (1.6M) in hexane (7.5 mL, 1.2 eq.) and stirred at −60° C. for 30 minutes. To the mixture was added a suspension of N-chlorosuccinimide (4.67 g, 2.9 eq.) in 20 mL of THF and the mixture was kept at −60° C. for 1 hr before warming up to RT overnight. The reaction mixture was treated with sat. aqueous NaHCO3 (30 mL), then extracted with EtOA... Starting materials: COC(C(=O)OC1COC(c2cccnc2)C1CCC(O[SiH](C)C)C(C)(C)C)c1ccccc1, CO, [Na+], [OH-]. The product is C[SiH](C)OC(CCC1C(O)COC1c1cccnc1)C(C)(C)C. RXN SMILES: [C:1]([CH3:2])([CH3:3])([CH3:4])[CH:5]([CH2:6][CH2:7][CH:8]1[CH:9]([c:25]2[cH:26][n:27][cH:28][cH:29][cH:30]2)[O:10][CH2:11][CH:12]1[O:13][C:14](=[O:15])[CH:16]([c:17]1[cH:18][cH:19][cH:20][cH:21][cH:22]1)[O:23][CH3:24])[O:31][SiH:32]([CH3:33])[CH3:34].[CH3:37][OH:38].[Na+:36].[OH-:35]>>[C:1]([CH3:2])([CH3:3])([CH3:4])[CH:5]([CH2:6][CH2:7][CH:8]1[CH:9]([c:25]2[cH:26][n:27][cH:28][cH:29][cH:30]2)[O:10][CH2:11][CH:12]1[OH:13])[O:31][SiH:32]([CH3:33])[CH3:34]. The reactants are [Cl-].[Na+] (sodium chloride), COC1=CC=C(C=C1)C=1C(=CC=CC1)CC#N (4′-methoxy-2-biphenylacetonitrile), solution, B(Br)(Br)Br (boron tribromide). Run in C(Cl)Cl (methylene chloride), C(Cl)Cl (methylene chloride). Conditions: time 40 minute. Yields the product OC1=CC=C(C=C1)C=1C(=CC=CC1)CC#N (4′-hydroxy-2-biphenylacetonitrile). Isolated yield 51.6%. As a reaction SMILES: C[O:2][C:3]1[CH:8]=[CH:7][C:6]([C:9]2[C:10]([CH2:15][C:16]#[N:17])=[CH:11][CH:12]=[CH:13][CH:14]=2)=[CH:5][CH:4]=1.B(Br)(Br)Br.[Cl-].[Na+]>C(Cl)Cl>[OH:2][C:3]1[CH:4]=[CH:5][C:6]([C:9]2[C:10]([CH2:15][C:16]#[N:17])=[CH:11][CH:12]=[CH:13][CH:14]=2)=[CH:7][CH:8]=1 |f:2.3|. Procedure: 89 mg of 4′-methoxy-2-biphenylacetonitrile was dissolved in 0.66 ml of methylene chloride, and 0.8 ml of a 1 M solution of boron tribromide in methylene chloride was added thereto under cooling with ice, followed by stirring for 40 minutes. This mixture was returned to room temperature and stirred for an additional 40 minutes. After the reaction mixture was poured into a saturated aqueous solution of sodium chloride, the product was extracted with ethyl acetate. The organic layer was washed with... The reactants are [Al+3], [H-], [H-], [H-], [H-], [Li+], CCCCCN1CCN(CC(C#N)c2ccc3ccccc3c2)CC1. As a reaction SMILES: [Al+3:27].[H-:26].[H-:29].[H-:30].[H-:31].[Li+:28].[cH:1]1[c:2]([CH:11]([C:12]#[N:13])[CH2:14][N:15]2[CH2:16][CH2:17][N:18]([CH2:21][CH2:22][CH2:23][CH2:24][CH3:25])[CH2:19][CH2:20]2)[cH:3][cH:4][c:5]2[cH:6][cH:7][cH:8][cH:9][c:10]12>>[cH:1]1[c:2]([CH:11]([CH2:12][NH2:13])[CH2:14][N:15]2[CH2:16][CH2:17][N:18]([CH2:21][CH2:22][CH2:23][CH2:24][CH3:25])[CH2:19][CH2:20]2)[cH:3][cH:4][c:5]2[cH:6][cH:7][cH:8][cH:9][c:10]12. Product: CCCCCN1CCN(CC(CN)c2ccc3ccccc3c2)CC1.